Task: describe an organic reaction: reactants, conditions, products, and yield. Dataset: the Open Reaction Database (ORD), a public repository of structured organic reaction records Conditions: time 15 minute. The product is ClC1=CC=C(C=C1)C(C#N)=C(C1=C(C=CC=C1)C(F)(F)F)O (α-(4-Chlorophenyl)-β-hydroxy-β-(2-trifluoromethylphenyl)acrylonitrile). Procedure: A mixture comprising 45 g of 4-chlorobenzyl cyanide, 62 g of 2-trifluoromethylbenzoyl chloride and 210 ml of tetrahydrofuran, was dropwise added over a period of 1 hour at a temperature of not higher than 15° C. to the mixture comprising 70 g of potassium tertiary butyrate and 450 ml of tetrahydrofuran. After completion of the dropwise addition, the solution temperature was returned to room temperature, followed by the reaction for 1 hour. 500 ml of ice water was poured into the residue obtained... Solvent: O1CCCC1 (tetrahydrofuran), O1CCCC1 (tetrahydrofuran). As a reaction SMILES: [Cl:1][C:2]1[CH:10]=[CH:9][C:5]([CH2:6][C:7]#[N:8])=[CH:4][CH:3]=1.[F:11][C:12]([F:23])([F:22])[C:13]1[CH:21]=[CH:20][CH:19]=[CH:18][C:14]=1[C:15](Cl)=[O:16].[K]>O1CCCC1>[Cl:1][C:2]1[CH:10]=[CH:9][C:5]([C:6](=[C:15]([OH:16])[C:14]2[CH:18]=[CH:19][CH:20]=[CH:21][C:13]=2[C:12]([F:11])([F:22])[F:23])[C:7]#[N:8])=[CH:4][CH:3]=1 |^1:23|. Yield: 91.2%. Starting materials: ClC1=CC=C(CC#N)C=C1 (4-chlorobenzyl cyanide), ice water, FC(C1=C(C(=O)Cl)C=CC=C1)(F)F (2-trifluoromethylbenzoyl chloride), [K] (potassium). Reactants: [BH3-]C#N, CC(=O)O, CC(C)(CC=O)NC(=O)OC(C)(C)C, CO, CCOC(C)=O, CCCC(O)(CCC)c1ccccc1N, [Na+]. Reaction SMILES: [C:1]([BH3-:2])#[N:3].[C:36]([OH:37])(=[O:38])[CH3:39].[CH3:20][C:21]([CH2:22][CH:23]=[O:24])([CH3:25])[NH:26][C:27]([O:28][C:29]([CH3:30])([CH3:31])[CH3:32])=[O:33].[CH3:34][OH:35].[CH3:40][CH2:41][O:42][C:43]([CH3:44])=[O:45].[NH2:5][c:6]1[c:7]([C:12]([CH2:13][CH2:14][CH3:15])([CH2:16][CH2:17][CH3:18])[OH:19])[cH:8][cH:9][cH:10][cH:11]1.[Na+:4]>>[NH:5]([c:6]1[c:7]([C:12]([CH2:13][CH2:14][CH3:15])([CH2:16][CH2:17][CH3:18])[OH:19])[cH:8][cH:9][cH:10][cH:11]1)[CH2:23][CH2:22][C:21]([CH3:20])([CH3:25])[NH:26][C:27]([O:28][C:29]([CH3:30])([CH3:31])[CH3:32])=[O:33]. Yields the product CCCC(O)(CCC)c1ccccc1NCCC(C)(C)NC(=O)OC(C)(C)C. The product is Cc1cccc(N(C)C(=S)Oc2ccc(Cl)c(C)c2)n1. The reactants are O=C([O-])[O-], CCC(C)=O, Cc1cccc(N(C)C(=S)Cl)n1, Cc1cc(O)ccc1Cl, [K+], [K+], O. As a reaction SMILES: [C:22](=[O:23])([O-:24])[O-:25].[CH2:29]([C:30]([CH3:31])=[O:32])[CH3:33].[CH3:1][N:2]([C:3](=[S:4])[Cl:5])[c:6]1[n:7][c:8]([CH3:12])[cH:9][cH:10][cH:11]1.[Cl:13][c:14]1[c:15]([CH3:21])[cH:16][c:17]([OH:20])[cH:18][cH:19]1.[K+:26].[K+:27].[OH2:28]>>[CH3:1][N:2]([C:3](=[S:4])[O:20][c:17]1[cH:16][c:15]([CH3:21])[c:14]([Cl:13])[cH:19][cH:18]1)[c:6]1[n:7][c:8]([CH3:12])[cH:9][cH:10][cH:11]1.